Dataset: the Open Reaction Database (ORD), a public repository of structured organic reaction records. Task: describe an organic reaction: reactants, conditions, products, and yield The reactants are CONC(CC1=CC=CC=C1)=O (N-(methoxy)-phenylacetamide), ClOC(C)(C)C (tert-butyl hypochlorite). The solvent is C(Cl)(Cl)Cl (chloroform), C(Cl)(Cl)Cl (chloroform). Run at temperature 0 celsius. Yields the product CON(C(CC1=CC=CC=C1)=O)Cl (N-(methoxy)-N-(chloro)phenylacetamide). As a reaction SMILES: [CH3:1][O:2][NH:3][C:4](=[O:12])[CH2:5][C:6]1[CH:11]=[CH:10][CH:9]=[CH:8][CH:7]=1.[Cl:13]OC(C)(C)C>C(Cl)(Cl)Cl>[CH3:1][O:2][N:3]([Cl:13])[C:4](=[O:12])[CH2:5][C:6]1[CH:7]=[CH:8][CH:9]=[CH:10][CH:11]=1. Procedure details: Dissolve 1.65 g (10 mmol) of N-(methoxy)-phenylacetamide in 30 cm3 of dry chloroform. Place in an ice-bath and maintain at a temperature of 0° C. Subsequently, pour in progressively, using a flask, 1.30 g (1.36 cm3, 12 mmol) of tert-butyl hypochlorite which has previously been dissolved in 20 cm3 of chloroform. Reactants: CCCCCCCCCCCC(=O)O, B1C2CCCC1CCC2. Yields the product CCCCCCCCCCCCO. RXN SMILES: [CH3:1][CH2:2][CH2:3][CH2:4][CH2:5][CH2:6][CH2:7][CH2:8][CH2:9][CH2:10][CH2:11][C:12]([OH:13])=[O:14].[CH:15]12[CH2:16][CH2:17][CH2:18][CH:19]([BH:20]1)[CH2:21][CH2:22][CH2:23]2>>[CH3:1][CH2:2][CH2:3][CH2:4][CH2:5][CH2:6][CH2:7][CH2:8][CH2:9][CH2:10][CH2:11][CH2:12][OH:13].